describe an organic reaction: reactants, conditions, products, and yield From a dataset of the Open Reaction Database (ORD), a public repository of structured organic reaction records. RXN SMILES: [CH3:1][O:2][C:3](=[O:13])[C:4]1[CH:9]=[C:8]([O:10][CH3:11])[N:7]=[C:6](Cl)[CH:5]=1.CN1C(=O)CCC1.[CH2:21]([Mg]Cl)[CH:22]([CH3:24])[CH3:23]>C1COCC1>[CH3:1][O:2][C:3](=[O:13])[C:4]1[CH:9]=[C:8]([O:10][CH3:11])[N:7]=[C:6]([CH2:21][CH:22]([CH3:24])[CH3:23])[CH:5]=1. Reactants: COC(C1=CC(=NC(=C1)OC)Cl)=O (2-chloro-6-methoxy-isonicotinic acid methyl ester), Fe(acac)3, CN1CCCC1=O (NMP), solution, C(C(C)C)[Mg]Cl (isobutylmagnesium chloride). Run in C1CCOC1 (THF), C1CCOC1 (THF). Reaction conditions: temperature 0 celsius, time 1 hour. Procedure: To a solution of 2-chloro-6-methoxy-isonicotinic acid methyl ester (1.66 g, 8.23 mmol) in dry THF (50 mL), Fe(acac)3 (320 mg, 0.901 mmol) followed by NMP (1.1 mL, 11.5 mmol) is added. The mixture is cooled to −74° C. before a 2 M solution of isobutylmagnesium chloride (7 mL, 14.0 mmol) in THF is added. Stirring is continued at −75° C. for 1 h, before the mixture is warmed to 0° C. The reaction is quenched by carefully adding water. The mixture is diluted with EA, washed with water followed by br... Yield: 65.3%. Yields the product COC(C1=CC(=NC(=C1)OC)CC(C)C)=O (2-isobutyl-6-methoxy-isonicotinic acid methyl ester). Conditions: time 20 hour. The solvent is C(C)O (ethanol). Procedure details: A solution of 6.13 g of N'-cyano-N-(1,2,3,4-tetrahydro-1-naphthyl)-S-methylisothiourea and 10 ml of 70 percent aqueous ethylamine in 90 ml of ethanol was heated at reflux with stirring for 20 hours. The reaction mixture was cooled in a refrigerator to give 2.44 g of N"-cyano-N-ethyl-N'-(1,2,3,4-tetrahydro-1-naphthyl)-guanidine as a white, crystalline solid, mp 152°-153.5° C. Starting materials: C(#N)N=C(NC1CCCC2=CC=CC=C12)SC (N'-cyano-N-(1,2,3,4-tetrahydro-1-naphthyl)-S-methylisothiourea), C(C)N (ethylamine). Yields the product C(#N)N=C(NCC)NC1CCCC2=CC=CC=C12 (N"-cyano-N-ethyl-N'-(1,2,3,4-tetrahydro-1-naphthyl)-guanidine). RXN SMILES: [C:1]([N:3]=[C:4](SC)[NH:5][CH:6]1[C:15]2[C:10](=[CH:11][CH:12]=[CH:13][CH:14]=2)[CH2:9][CH2:8][CH2:7]1)#[N:2].[CH2:18]([NH2:20])[CH3:19]>C(O)C>[C:1]([N:3]=[C:4]([NH:5][CH:6]1[C:15]2[C:10](=[CH:11][CH:12]=[CH:13][CH:14]=2)[CH2:9][CH2:8][CH2:7]1)[NH:20][CH2:18][CH3:19])#[N:2]. Reactants: BrBr (Bromine), O1C(CC(=O)C2=CC=CC=C12)C1=CC=CC=C1 (flavanone), BrBr.O1C(CC(=O)C2=CC=CC=C12)C1=CC=CC=C1 (bromine flavanone). Solvent: C(Cl)(Cl)(Cl)Cl (carbon tetrachloride). Run at temperature 30 celsius, time 1 hour. Product: BrC1=CC=C2C(C=C(OC2=C1)C1=CC=CC=C1)=O (7-bromo flavone). Reaction SMILES: [Br:1]Br.[O:3]1[C:13]2[C:8](=[CH:9][CH:10]=[CH:11][CH:12]=2)[C:6](=[O:7])[CH2:5][CH:4]1[C:14]1[CH:19]=[CH:18][CH:17]=[CH:16][CH:15]=1.BrBr.O1C2C(=CC=CC=2)C(=O)CC1C1C=CC=CC=1>C(Cl)(Cl)(Cl)Cl>[Br:1][C:11]1[CH:12]=[C:13]2[C:8]([C:6](=[O:7])[CH:5]=[C:4]([C:14]3[CH:19]=[CH:18][CH:17]=[CH:16][CH:15]=3)[O:3]2)=[CH:9][CH:10]=1 |f:2.3|. Procedure: Bromine was added to a solution of flavanone in carbon tetrachloride at 0° C. The ratio of bromine/flavanone was 1.3 in molar terms. The temperature of the solution was raised to 30° C. and kept there for 1 hour. The temperature of the solution was then raised to 65° C. and kept there for 45 minutes. Reactants: C(CCCCCCCCCCC)=O (dodecanal), BrCC(=O)OC(C)(C)C (tert-butyl bromoacetate). The reagents and catalysts are [Zn] (zinc). Product: OC(CC(=O)OC(C)(C)C)CCCCCCCCCCC (tert-butyl 3-hydroxytetradecanoate). Isolated yield 80.7%. RXN SMILES: [CH:1](=[O:13])[CH2:2][CH2:3][CH2:4][CH2:5][CH2:6][CH2:7][CH2:8][CH2:9][CH2:10][CH2:11][CH3:12].Br[CH2:15][C:16]([O:18][C:19]([CH3:22])([CH3:21])[CH3:20])=[O:17]>[Zn]>[OH:13][CH:1]([CH2:2][CH2:3][CH2:4][CH2:5][CH2:6][CH2:7][CH2:8][CH2:9][CH2:10][CH2:11][CH3:12])[CH2:15][C:16]([O:18][C:19]([CH3:22])([CH3:21])[CH3:20])=[O:17]. Reported procedure: The reaction of dodecanal (0.92 g) and tert-butyl bromoacetate (1.56 g) was carried out under the presence of zinc (0.59 g) according to similar manner to that of Preparation 1-(1) to afford an oil of tert-butyl 3-hydroxytetradecanoate (1.21 g).